Task: describe an organic reaction: reactants, conditions, products, and yield. Dataset: the Open Reaction Database (ORD), a public repository of structured organic reaction records Reactants: TEA, C(=O)(OC(C)(C)C)N1CCNCC1 (N-Boc piperazine), C(=O)(OC(C)(C)C)N1CCNCC1 (N-Boc piperazine), CS(=O)(=O)CC1=CC=C(C=C1)C(C)=O (1-(4-methanesulfonylmethyl-phenyl)-ethanone), ClCC1=CC=C(C=C1)C(C)=O (1-(4-chloromethyl-phenyl)-ethanone), TEA. Run in CC#N (CH3CN). Reaction conditions: time 8 hour. Product: C(C)(C)(C)OC(=O)N1CCN(CC1)CC1=CC=C(C=C1)C(C)=O (4-(4-acetyl-benzyl)-piperazine-1-carboxylic acid tert-butyl ester). Reaction SMILES: [C:1]([N:8]1[CH2:13][CH2:12][NH:11][CH2:10][CH2:9]1)([O:3][C:4]([CH3:7])([CH3:6])[CH3:5])=[O:2].CS([CH2:18][C:19]1[CH:24]=[CH:23][C:22]([C:25](=[O:27])[CH3:26])=[CH:21][CH:20]=1)(=O)=O.ClCC1C=CC(C(=O)C)=CC=1>CC#N>[C:4]([O:3][C:1]([N:8]1[CH2:9][CH2:10][N:11]([CH2:18][C:19]2[CH:24]=[CH:23][C:22]([C:25](=[O:27])[CH3:26])=[CH:21][CH:20]=2)[CH2:12][CH2:13]1)=[O:2])([CH3:7])([CH3:6])[CH3:5]. Reported procedure: N-Boc piperazine (485 mg, 2.61 mmol) was added to a stirred solution of a mixture of 1-(4-methanesulfonylmethyl-phenyl)-ethanone, 1-(4-chloromethyl-phenyl)-ethanone (obtained in STEP A, 580 mg) and TEA (0.522 ml, 3.75 mmol) in CH3CN (5 ml). The resulting mixture was stirred at room temperature overnight and then further TEA (0.250 ml, 1.80 mmol) and N-Boc piperazine (100 mg, 0.53 mmol) were added. After 4 h the solution was partitioned between water and AcOEt, the organic phase was dried over Na...